Dataset: the Open Reaction Database (ORD), a public repository of structured organic reaction records. Task: describe an organic reaction: reactants, conditions, products, and yield Reagents/catalysts: [Pd] (Pd—C). Run in C(C)(=O)O (acetic acid). Procedure details: To a solution of 5,6,7-trimethoxy-2-[6-(5,6,7-trimethoxy-1-oxo-2,3-dihydro-1H-2-indenyl)hexyl]-1-indanone in acetic acid (50 ml) were added 10% Pd—C (1 g) and perchloric acid (1 ml), and the reaction mixture was hydrogenated under hydrogen atmosphere (4 to 5 atm) at 50° C. for 6 hr. The catalyst was filtered off and the filtrate was concentrated in vacuo, and the residue was dissolved in ethyl acetate, washed with saturated aqueous sodium bicarbonate, water, dried, concentrated in vacuo. The res... As a reaction SMILES: [CH3:1][O:2][C:3]1[CH:4]=[C:5]2[C:9](=[C:10]([O:14][CH3:15])[C:11]=1[O:12][CH3:13])[C:8](=O)[CH:7]([CH2:17][CH2:18][CH2:19][CH2:20][CH2:21][CH2:22][CH:23]1[CH2:31][C:30]3[C:25](=[C:26]([O:36][CH3:37])[C:27]([O:34][CH3:35])=[C:28]([O:32][CH3:33])[CH:29]=3)[C:24]1=O)[CH2:6]2.Cl(O)(=O)(=O)=O>C(O)(=O)C.[Pd]>[CH3:37][O:36][C:26]1[C:27]([O:34][CH3:35])=[C:28]([O:32][CH3:33])[CH:29]=[C:30]2[C:25]=1[CH2:24][CH:23]([CH2:22][CH2:21][CH2:20][CH2:19][CH2:18][CH2:17][CH:7]1[CH2:8][C:9]3[C:5](=[CH:4][C:3]([O:2][CH3:1])=[C:11]([O:12][CH3:13])[C:10]=3[O:14][CH3:15])[CH2:6]1)[CH2:31]2. Yields the product COC1=C2CC(CC2=CC(=C1OC)OC)CCCCCCC1CC2=CC(=C(C(=C2C1)OC)OC)OC (4,5,6-Trimethoxy-2-[6-(4,5,6-trimethoxy-2,3-dihydro-1H-2-indenyl)hexyl]indan). Reactants: COC=1C=C2CC(C(C2=C(C1OC)OC)=O)CCCCCCC1C(C2=C(C(=C(C=C2C1)OC)OC)OC)=O (5,6,7-trimethoxy-2-[6-(5,6,7-trimethoxy-1-oxo-2,3-dihydro-1H-2-indenyl)hexyl]-1-indanone), Cl(=O)(=O)(=O)O (perchloric acid).